This data is from the Open Reaction Database (ORD), a public repository of structured organic reaction records. The task is: describe an organic reaction: reactants, conditions, products, and yield Solvent: CN(C)C=O (DMF). Reaction conditions: time 8 hour. Reaction SMILES: [CH:1]([C:4]1[N:8]=[C:7]([N:9]2[CH2:14][CH2:13][CH:12]([C@H:15]3[CH2:17][C@H:16]3[CH2:18][CH2:19][OH:20])[CH2:11][CH2:10]2)[O:6][N:5]=1)([CH3:3])[CH3:2].[N+:21]([C:24]1[CH:29]=[CH:28][C:27](O)=[CH:26][CH:25]=1)([O-:23])=[O:22].C(=O)([O-])[O-].[Cs+].[Cs+].C(OCC)(=O)C>CN(C=O)C>[CH:1]([C:4]1[N:8]=[C:7]([N:9]2[CH2:14][CH2:13][CH:12]([C@H:15]3[CH2:17][C@H:16]3[CH2:18][CH2:19][O:20][C:27]3[CH:28]=[CH:29][C:24]([N+:21]([O-:23])=[O:22])=[CH:25][CH:26]=3)[CH2:11][CH2:10]2)[O:6][N:5]=1)([CH3:3])[CH3:2] |f:2.3.4|. Procedure details: To a solution of 2-{(1S,2R)-2-[1-(3-isopropyl-1,2,4-oxadiazol-5-yl)piperidin-4-yl]cyclopropyl}ethanol (367 mg, 0.943 mmol) in DMF (3 ml) at room temperature under nitrogen was added 4-nitrophenol (144 mg, 1.037 mmol), followed by cesium carbonate (614 mg, 1.886 mmol) and the resulting mixture stirred at room temperature overnight. Ethyl acetate (50 mL) was added and washed with water followed by brine. The organic layer was then dried over sodium sulfate, filtered, and the solvent was evaporated... Reactants: C(C)(C)C1=NOC(=N1)N1CCC(CC1)[C@@H]1[C@@H](C1)CCO (2-{(1S,2R)-2-[1-(3-isopropyl-1,2,4-oxadiazol-5-yl)piperidin-4-yl]cyclopropyl}ethanol), [N+](=O)([O-])C1=CC=C(C=C1)O (4-nitrophenol), C(C)(=O)OCC (Ethyl acetate), C([O-])([O-])=O.[Cs+].[Cs+] (cesium carbonate). Yields the product C(C)(C)C1=NOC(=N1)N1CCC(CC1)[C@@H]1[C@@H](C1)CCOC1=CC=C(C=C1)[N+](=O)[O-] (1-(3-isopropyl-1,2,4-oxadiazol-5-yl)-4-{(1R,2S)-2-[2-(4-nitrophenoxy)ethyl]cyclopropyl}piperidine). Starting materials: BrC=1C=C2C=C(NC2=CC1)C(=O)O (5-bromo-1H-indole-2-carboxylic acid), [O-]P(=O)([O-])[O-].[K+].[K+].[K+] (K3PO4), N1=CC=C(C=C1)B(O)O (4-pyridylboronic acid), O1CCOCC1 (dioxane). The reagents and catalysts are Cl[Pd]Cl (PdCl2). The solvent is O (H2O). Yields the product N1=CC=C(C=C1)C=1C=C2C=C(NC2=CC1)C(=O)O (5-(4-Pyridinyl)-1H-indole-2-carboxylic acid). As a reaction SMILES: Br[C:2]1[CH:3]=[C:4]2[C:8](=[CH:9][CH:10]=1)[NH:7][C:6]([C:11]([OH:13])=[O:12])=[CH:5]2.[O-]P([O-])([O-])=O.[K+].[K+].[K+].[N:22]1[CH:27]=[CH:26][C:25](B(O)O)=[CH:24][CH:23]=1.O1CCOCC1>Cl[Pd]Cl.O>[N:22]1[CH:27]=[CH:26][C:25]([C:2]2[CH:3]=[C:4]3[C:8](=[CH:9][CH:10]=2)[NH:7][C:6]([C:11]([OH:13])=[O:12])=[CH:5]3)=[CH:24][CH:23]=1 |f:1.2.3.4|. Procedure details: A solution of 5-bromo-1H-indole-2-carboxylic acid (25 mg), PdCl2 HPNor2 (5 mg), K3PO4 (45 mg), 4-pyridylboronic acid (26 mg), dioxane (1 mL) and H2O (1 mL) was heated to 170° C. in a microwave for 2 h. The solution was passed thru a C18-SPE cartridge eluting with 3, 20, 60, and finally 95% CH3CN in H2O to yield the crude product. LCMS (m/z): 239.1 (M+H). Reactants: ClC=1C=CC(=C(CN2C3=C(NCC2)N=CC(=C3)C3=CC=C(C(=O)O)C=C3)C1)C(F)(F)F (4-{1-[5-chloro-2-(trifluoromethyl)benzyl]-1,2,3,4-tetrahydropyrido[2,3-b]pyrazin-7-yl}benzoic acid), N1=C(C=CC=C1)CCN (2-(2-pyridinyl)ethylamine). Yields the product ClC=1C=CC(=C(CN2C3=C(NCC2)N=CC(=C3)C3=CC=C(C(=O)NCCC2=NC=CC=C2)C=C3)C1)C(F)(F)F (4-{1-[5-Chloro-2-(trifluoromethyl)benzyl]-1,2,3,4-tetrahydropyrido[2,3-b]pyrazin-7-yl}-N-(2-pyridin-2-yl-ethyl)benzamide). RXN SMILES: [Cl:1][C:2]1[CH:3]=[CH:4][C:5]([C:28]([F:31])([F:30])[F:29])=[C:6]([CH:27]=1)[CH2:7][N:8]1[CH2:13][CH2:12][NH:11][C:10]2[N:14]=[CH:15][C:16]([C:18]3[CH:26]=[CH:25][C:21]([C:22]([OH:24])=O)=[CH:20][CH:19]=3)=[CH:17][C:9]1=2.[N:32]1[CH:37]=[CH:36][CH:35]=[CH:34][C:33]=1[CH2:38][CH2:39][NH2:40]>>[Cl:1][C:2]1[CH:3]=[CH:4][C:5]([C:28]([F:31])([F:30])[F:29])=[C:6]([CH:27]=1)[CH2:7][N:8]1[CH2:13][CH2:12][NH:11][C:10]2[N:14]=[CH:15][C:16]([C:18]3[CH:19]=[CH:20][C:21]([C:22]([NH:40][CH2:39][CH2:38][C:33]4[CH:34]=[CH:35][CH:36]=[CH:37][N:32]=4)=[O:24])=[CH:25][CH:26]=3)=[CH:17][C:9]1=2. Procedure details: 4-{1-[5-chloro-2-(trifluoromethyl)benzyl]-1,2,3,4-tetrahydropyrido[2,3-b]pyrazin-7-yl}benzoic acid was reacted with 2-(2-pyridinyl)ethylamine as in General Procedure 10 to give the title compound. LCMS: m/z=551.01 (M+H+); retention time=0.56 minutes. Starting materials: [Br-], O=Cc1ccc(Br)cc1, [Li]CCCC, CN(C)CC[P+](c1ccccc1)(c1ccccc1)c1ccccc1, Cl, C1CCOC1. Yields the product CN(C)CC=Cc1ccc(Br)cc1. RXN SMILES: [Br-:1].[Br:31][c:32]1[cH:33][cH:34][c:35]([CH:36]=[O:37])[cH:38][cH:39]1.[CH3:26][CH2:27][CH2:28][CH2:29][Li:30].[CH3:2][N:3]([CH2:4][CH2:5][P+:6]([c:7]1[cH:8][cH:9][cH:10][cH:11][cH:12]1)([c:13]1[cH:14][cH:15][cH:16][cH:17][cH:18]1)[c:19]1[cH:20][cH:21][cH:22][cH:23][cH:24]1)[CH3:25].[ClH:40].[O:41]1[CH2:42][CH2:43][CH2:44][CH2:45]1>>[CH3:2][N:3]([CH2:4][CH:5]=[CH:36][c:35]1[cH:34][cH:33][c:32]([Br:31])[cH:39][cH:38]1)[CH3:25]. Reactants: C(C)(C)(C)OC(=O)N(C1C=2C=CC(=NC2CCC1)C(=O)OCC)CCC1=C(C=CC=C1)O (Ethyl 5-{(tert-butoxycarbonyl)[2-(2-hydroxyphenyl)ethyl]amino}-5,6,7,8-tetrahydroquinoline-2-carboxylate), ClCC1=CC=C(C=C1)CCC1=CC=C(C=C1)C(F)(F)F (1-(chloromethyl)-4-{2-[4-(trifluoromethyl)phenyl]ethyl}benzene), C([O-])([O-])=O.[K+].[K+] (potassium carbonate). Run in C(C)#N (acetonitrile). Conditions: time 8 hour. Product: C(C)(C)(C)OC(=O)N(C1C=2C=CC(=NC2CCC1)C(=O)OCC)CCC1=C(C=CC=C1)OCC1=CC=C(C=C1)CCC1=CC=C(C=C1)C(F)(F)F (Ethyl 5-[(tert-butoxycarbonyl)(2-{2-[(4-{2-[4-(trifluoromethyl)phenyl]ethyl}benzyl)oxy]phenyl}-ethyl)amino]-5,6,7,8-tetrahydroquinoline-2-carboxylate). RXN SMILES: [C:1]([O:5][C:6]([N:8]([CH2:24][CH2:25][C:26]1[CH:31]=[CH:30][CH:29]=[CH:28][C:27]=1[OH:32])[CH:9]1[CH2:18][CH2:17][CH2:16][C:15]2[N:14]=[C:13]([C:19]([O:21][CH2:22][CH3:23])=[O:20])[CH:12]=[CH:11][C:10]1=2)=[O:7])([CH3:4])([CH3:3])[CH3:2].Cl[CH2:34][C:35]1[CH:40]=[CH:39][C:38]([CH2:41][CH2:42][C:43]2[CH:48]=[CH:47][C:46]([C:49]([F:52])([F:51])[F:50])=[CH:45][CH:44]=2)=[CH:37][CH:36]=1.C(=O)([O-])[O-].[K+].[K+]>C(#N)C>[C:1]([O:5][C:6]([N:8]([CH2:24][CH2:25][C:26]1[CH:31]=[CH:30][CH:29]=[CH:28][C:27]=1[O:32][CH2:34][C:35]1[CH:36]=[CH:37][C:38]([CH2:41][CH2:42][C:43]2[CH:48]=[CH:47][C:46]([C:49]([F:50])([F:51])[F:52])=[CH:45][CH:44]=2)=[CH:39][CH:40]=1)[CH:9]1[CH2:18][CH2:17][CH2:16][C:15]2[N:14]=[C:13]([C:19]([O:21][CH2:22][CH3:23])=[O:20])[CH:12]=[CH:11][C:10]1=2)=[O:7])([CH3:2])([CH3:3])[CH3:4] |f:2.3.4|. Procedure details: 1 g (2.27 mmol) of ethyl 5-{(tert-butoxycarbonyl)[2-(2-hydroxyphenyl)ethyl]amino}-5,6,7,8-tetrahydroquinoline-2-carboxylate (Enantiomer 2, Example 69A), 746 mg (2.50 mmol) of 1-(chloromethyl)-4-{2-[4-(trifluoromethyl)phenyl]ethyl}benzene and 784 mg (5.68 mmol) of potassium carbonate in 25 ml of acetonitrile were heated to 110° C. and stirred at this temperature overnight. After cooling, the reaction mixture was filtered, the filter cake was washed repeatedly with acetonitrile and the combined fi... The reactants are ClC=1C(=NC=NC1Cl)N (5,6-dichloropyrimidin-4-amine), NCCC1CCN(CC1)C(=O)OC(C)(C)C (tert-butyl 4-(2-aminoethyl)piperidine-1-carboxylate), O(C1=CC=CC=C1)C1=CC=C(C=C1)B(O)O ((4-phenoxyphenyl)boronic acid), C(C=C)(=O)Cl (acryloyl chloride). Yields the product NC1=C(C(=NC=N1)NCCC1CCN(CC1)C(C=C)=O)C1=CC=C(C=C1)OC1=CC=CC=C1 (1-(4-(2-((6-amino-5-(4-phenoxyphenyl)pyrimidin-4-yl)amino)ethyl)piperidin-1-yl)prop-2-en-1-one). As a reaction SMILES: Cl[C:2]1[C:3]([NH2:9])=[N:4][CH:5]=[N:6][C:7]=1Cl.[NH2:10][CH2:11][CH2:12][CH:13]1[CH2:18][CH2:17][N:16]([C:19]([O:21]C(C)(C)C)=O)[CH2:15][CH2:14]1.[O:26]([C:33]1[CH:38]=[CH:37][C:36](B(O)O)=[CH:35][CH:34]=1)[C:27]1[CH:32]=[CH:31][CH:30]=[CH:29][CH:28]=1.[C:42](Cl)(=O)[CH:43]=C>>[NH2:9][C:3]1[N:4]=[CH:5][N:6]=[C:7]([NH:10][CH2:11][CH2:12][CH:13]2[CH2:14][CH2:15][N:16]([C:19](=[O:21])[CH:42]=[CH2:43])[CH2:17][CH2:18]2)[C:2]=1[C:30]1[CH:31]=[CH:32][C:27]([O:26][C:33]2[CH:38]=[CH:37][CH:36]=[CH:35][CH:34]=2)=[CH:28][CH:29]=1. Reported procedure: 1-(4-(2-((6-amino-5-(4-phenoxyphenyl)pyrimidin-4-yl)amino)ethyl)piperidin-1-yl)prop-2-en-1-one was prepared from 5,6-dichloropyrimidin-4-amine, tert-butyl 4-(2-aminoethyl)piperidine-1-carboxylate, (4-phenoxyphenyl)boronic acid, and acryloyl chloride using methods B, C, D, and F. HPLC purity: 98%. MS: m/z=444 [M+H]+. Starting materials: ClC1=C(C(=NC2=CC(=CC(=C12)F)F)N1C[C@H](N(CC1)C(=O)OC(C)(C)C)C)C ((R)-tert-butyl 4-(4-chloro-5,7-difluoro-3-methylquinolin-2-yl)-2-methylpiperazine-1-carboxylate), O1CCN(CC1)C=1C=C(C=NC1)N (5-morpholinopyridin-3-amine). The solvent is C1(=CC=CC=C1)C (toluene). The product is FC1=C2C(=C(C(=NC2=CC(=C1)F)N1C[C@H](N(CC1)C(=O)OC(C)(C)C)C)C)NC=1C=NC=C(C1)N1CCOCC1 ((R)-tert-butyl 4-(5,7-difluoro-3-methyl-4-(5-morpholinopyridin-3-ylamino)quinolin-2-yl)-2-methylpiperazine-1-carboxylate). As a reaction SMILES: Cl[C:2]1[C:11]2[C:6](=[CH:7][C:8]([F:13])=[CH:9][C:10]=2[F:12])[N:5]=[C:4]([N:14]2[CH2:19][CH2:18][N:17]([C:20]([O:22][C:23]([CH3:26])([CH3:25])[CH3:24])=[O:21])[C@H:16]([CH3:27])[CH2:15]2)[C:3]=1[CH3:28].[O:29]1[CH2:34][CH2:33][N:32]([C:35]2[CH:36]=[C:37]([NH2:41])[CH:38]=[N:39][CH:40]=2)[CH2:31][CH2:30]1>C1(C)C=CC=CC=1>[F:12][C:10]1[CH:9]=[C:8]([F:13])[CH:7]=[C:6]2[C:11]=1[C:2]([NH:41][C:37]1[CH:38]=[N:39][CH:40]=[C:35]([N:32]3[CH2:33][CH2:34][O:29][CH2:30][CH2:31]3)[CH:36]=1)=[C:3]([CH3:28])[C:4]([N:14]1[CH2:19][CH2:18][N:17]([C:20]([O:22][C:23]([CH3:24])([CH3:26])[CH3:25])=[O:21])[C@H:16]([CH3:27])[CH2:15]1)=[N:5]2. Reported procedure: Prepared according to Procedure H using (R)-tert-butyl 4-(4-chloro-5,7-difluoro-3-methylquinolin-2-yl)-2-methylpiperazine-1-carboxylate (230 mg, 0.56 mmol) and 5-morpholinopyridin-3-amine in toluene to give (R)-tert-butyl 4-(5,7-difluoro-3-methyl-4-(5-morpholinopyridin-3-ylamino)quinolin-2-yl)-2-methylpiperazine-1-carboxylate. 1H NMR (CDCl3) δ ppm 7.94 (1H, d, J=2.3 Hz), 7.69 (1H, d, J=2.2 Hz), 7.30 (1H, ddd, J=10.0, 2.5, 1.2 Hz), 6.88 (1H, d, J=12.9 Hz), 6.80 (1H, ddd, J=13.9, 8.6, 2.5 Hz), 6.5...